This data is from the Open Reaction Database (ORD), a public repository of structured organic reaction records. The task is: describe an organic reaction: reactants, conditions, products, and yield Reactants: CC(C)(C)ON=O, C[Si](C)(C)C#Cc1c(C(F)(F)F)nn(-c2c(Cl)cc(C(F)(F)F)cc2Cl)c1N, C1CCOC1. The product is C[Si](C)(C)C#Cc1cn(-c2c(Cl)cc(C(F)(F)F)cc2Cl)nc1C(F)(F)F. Reaction SMILES: [C:29]([O:30][N:31]=[O:32])([CH3:33])([CH3:34])[CH3:35].[NH2:1][c:2]1[c:3]([C:23]#[C:24][Si:25]([CH3:26])([CH3:27])[CH3:28])[c:4]([C:19]([F:20])([F:21])[F:22])[n:5][n:6]1-[c:7]1[c:8]([Cl:18])[cH:9][c:10]([C:14]([F:15])([F:16])[F:17])[cH:11][c:12]1[Cl:13].[O:36]1[CH2:37][CH2:38][CH2:39][CH2:40]1>>[cH:2]1[c:3]([C:23]#[C:24][Si:25]([CH3:26])([CH3:27])[CH3:28])[c:4]([C:19]([F:20])([F:21])[F:22])[n:5][n:6]1-[c:7]1[c:8]([Cl:18])[cH:9][c:10]([C:14]([F:15])([F:16])[F:17])[cH:11][c:12]1[Cl:13]. Reactants: FC=1C=C(C=O)C=CC1 (3-fluorobenzaldehyde), FC1=C(C=C(C#N)C=C1)OC (4-fluoro-3-methoxybenzonitrile), CN(C)CCN(C)CCN(C)C (N,N,N′,N′,N″-pentamethyldiethylenetriamine), solution, C(CCC)[Li] (n-butyllithium). Solvent: O (water), O1CCCC1 (tetrahydrofuran), CCCCCC (hexane). Run at time 1 hour. The product is FC1=C(C=C(C#N)C=C1OC)C(O)C1=CC(=CC=C1)F (4-Fluoro-3-[(3-fluorophenyl)-hydroxymethyl]-5-methoxybenzonitrile). Reaction SMILES: [F:1][C:2]1[CH:9]=[CH:8][C:5]([C:6]#[N:7])=[CH:4][C:3]=1[O:10][CH3:11].CN(CCN(CCN(C)C)C)C.C([Li])CCC.[F:29][C:30]1[CH:31]=[C:32]([CH:35]=[CH:36][CH:37]=1)[CH:33]=[O:34]>O1CCCC1.CCCCCC.O>[F:1][C:2]1[C:3]([O:10][CH3:11])=[CH:4][C:5]([C:6]#[N:7])=[CH:8][C:9]=1[CH:33]([C:32]1[CH:35]=[CH:36][CH:37]=[C:30]([F:29])[CH:31]=1)[OH:34]. Reported procedure: To a solution of 15.0 g of 4-fluoro-3-methoxybenzonitrile and 21.8 ml of N,N,N′,N′,N″-pentamethyldiethylenetriamine in 300 ml tetrahydrofuran was added 65.5 ml of a 1.59 M solution of n-butyllithium in hexane at −78° C. in an atmosphere of nitrogen gas, followed by stirring at the same temperature for 1 hour. At the same temperature, 10.5 ml of 3-fluorobenzaldehyde was added dropwise, followed by stirring at the same temperature for 1 hour. Then, water was added and the mixture was extracted wit...